This data is from the Open Reaction Database (ORD), a public repository of structured organic reaction records. The task is: describe an organic reaction: reactants, conditions, products, and yield Starting materials: 1,8-ethyl-1-methyl-7-(4-(2-methyl-1,3-dioxolan-2-yl)phenyl)-6-((2-(trimethylsilyl)ethoxy)methyl)-6H-imidazo[1,5-a]pyrrolo[2,3-e]pyrazine, BrC=1N=C2C(=NC1)N(C(=C2CC)C2=CC=C(C=C2)C2(OCCO2)C)COCC[Si](C)(C)C (2-Bromo-7-ethyl-6-(4-(2-methyl-1,3-dioxolan-2-yl)phenyl)-5-((2-(trimethylsilyl)ethoxy)methyl)-5H-pyrrolo[2,3-b]pyrazine), C(=C\C1=CC=CC=C1)/B(O)O ((E)-styreneboronic acid). The product is C(C)C1=C(N(C2=NC=C(N=C21)\C=C\C2=CC=CC=C2)COCC[Si](C)(C)C)C2=CC=C(C=C2)C2(OCCO2)C ((E)-7-ethyl-6-(4-(2-methyl-1,3-dioxolan-2-yl)phenyl)-2-styryl-5-((2-(trimethylsilyl)ethoxy)methyl)-5H-pyrrolo[2,3-b]pyrazine). Reaction SMILES: Br[C:2]1[N:3]=[C:4]2[C:10]([CH2:11][CH3:12])=[C:9]([C:13]3[CH:18]=[CH:17][C:16]([C:19]4([CH3:24])[O:23][CH2:22][CH2:21][O:20]4)=[CH:15][CH:14]=3)[N:8]([CH2:25][O:26][CH2:27][CH2:28][Si:29]([CH3:32])([CH3:31])[CH3:30])[C:5]2=[N:6][CH:7]=1.[CH:33](/B(O)O)=[CH:34]\[C:35]1[CH:40]=[CH:39][CH:38]=[CH:37][CH:36]=1>>[CH2:11]([C:10]1[C:4]2[C:5](=[N:6][CH:7]=[C:2](/[CH:33]=[CH:34]/[C:35]3[CH:40]=[CH:39][CH:38]=[CH:37][CH:36]=3)[N:3]=2)[N:8]([CH2:25][O:26][CH2:27][CH2:28][Si:29]([CH3:32])([CH3:31])[CH3:30])[C:9]=1[C:13]1[CH:18]=[CH:17][C:16]([C:19]2([CH3:24])[O:23][CH2:22][CH2:21][O:20]2)=[CH:15][CH:14]=1)[CH3:12]. Procedure: The precursor to Example #W.1,8-ethyl-1-methyl-7-(4-(2-methyl-1,3-dioxolan-2-yl)phenyl)-6-((2-(trimethylsilyl)ethoxy)methyl)-6H-imidazo[1,5-a]pyrrolo[2,3-e]pyrazine, was prepared as shown in Scheme B. 2-Bromo-7-ethyl-6-(4-(2-methyl-1,3-dioxolan-2-yl)phenyl)-5-((2-(trimethylsilyl)ethoxy)methyl)-5H-pyrrolo[2,3-b]pyrazine (Preparation #5) and (E)-styreneboronic acid are reacted following conditions given in D to give (E)-7-ethyl-6-(4-(2-methyl-1,3-dioxolan-2-yl)phenyl)-2-styryl-5-((2-(trimethylsily... The solvent is CN(C=O)C (N,N-dimethylformamide). Procedure details: A mixture of 11.5 parts of 4-chlorobutanenitrile, 48.5 parts of 1-(4-fluorophenylmethyl)-N-(4-piperidinyl)-1H-benzimidazol-2-amine dihydrobromide, 30 parts of sodium carbonate and 270 parts of N,N-dimethylformamide was stirred and heated overnight at 70° C. The reaction mixture was poured onto water and the product was extracted with trichloromethane. The extract was dried, filtered and evaporated. The residue was crystallized twice from a mixture of 4-methyl-2-pentanone and 2,2'-oxybispropane, ... The product is FC1=CC=C(C=C1)CN1C(=NC2=C1C=CC=C2)NC2CCN(CC2)CCCC#N (4-[[1-[(4-fluorophenyl)methyl]-1H-benzimidazol-2-yl]amino]-1-piperidinebutanenitrile). Reaction conditions: temperature 70 celsius. Reactants: 11.5, ClCCCC#N (4-chlorobutanenitrile), Br.Br.FC1=CC=C(C=C1)CN1C(=NC2=C1C=CC=C2)NC2CCNCC2 (1-(4-fluorophenylmethyl)-N-(4-piperidinyl)-1H-benzimidazol-2-amine dihydrobromide), C([O-])([O-])=O.[Na+].[Na+] (sodium carbonate). Yield: 80.0%. As a reaction SMILES: Cl[CH2:2][CH2:3][CH2:4][C:5]#[N:6].Br.Br.[F:9][C:10]1[CH:15]=[CH:14][C:13]([CH2:16][N:17]2[C:21]3[CH:22]=[CH:23][CH:24]=[CH:25][C:20]=3[N:19]=[C:18]2[NH:26][CH:27]2[CH2:32][CH2:31][NH:30][CH2:29][CH2:28]2)=[CH:12][CH:11]=1.C(=O)([O-])[O-].[Na+].[Na+]>CN(C)C=O>[F:9][C:10]1[CH:15]=[CH:14][C:13]([CH2:16][N:17]2[C:21]3[CH:22]=[CH:23][CH:24]=[CH:25][C:20]=3[N:19]=[C:18]2[NH:26][CH:27]2[CH2:28][CH2:29][N:30]([CH2:2][CH2:3][CH2:4][C:5]#[N:6])[CH2:31][CH2:32]2)=[CH:12][CH:11]=1 |f:1.2.3,4.5.6|. Starting materials: O=C(NCC(O)CBr)c1ccc(Cl)s1, CCCCO, CCO, Cc1ccccc1, Nc1ccc(N2CCOCC2=O)cc1, Cc1cc(C)nc(C)c1. The product is O=C(NCC(O)CNc1ccc(N2CCOCC2=O)cc1)c1ccc(Cl)s1. As a reaction SMILES: [Br:1][CH2:2][CH:3]([CH2:4][NH:5][C:6](=[O:7])[c:8]1[s:9][c:10]([Cl:13])[cH:11][cH:12]1)[OH:14].[CH2:48]([OH:49])[CH2:50][CH2:51][CH3:52].[CH3:38][CH2:39][OH:40].[CH3:41][c:42]1[cH:43][cH:44][cH:45][cH:46][cH:47]1.[NH2:15][c:16]1[cH:17][cH:18][c:19]([N:22]2[C:23](=[O:28])[CH2:24][O:25][CH2:26][CH2:27]2)[cH:20][cH:21]1.[n:29]1[c:30]([CH3:31])[cH:32][c:33]([CH3:34])[cH:35][c:36]1[CH3:37]>>[CH2:2]([CH:3]([CH2:4][NH:5][C:6](=[O:7])[c:8]1[s:9][c:10]([Cl:13])[cH:11][cH:12]1)[OH:14])[NH:15][c:16]1[cH:17][cH:18][c:19]([N:22]2[C:23](=[O:28])[CH2:24][O:25][CH2:26][CH2:27]2)[cH:20][cH:21]1. The reactants are Cl.C(CCCCCCCCCCCCCCC)NC1=CC=C(C(=O)Cl)C=C1 (4-(n-hexadecylamino)benzoyl chloride hydrochloride), OC(C(C)=O)O (dihydroxyacetone), C(Cl)(Cl)Cl (chloroform), O (water). Reagents/catalysts: CN(C1=CC=NC=C1)C (4-dimethylaminopyridine). Reaction conditions: time 4 hour. The product is C(CCCCCCCCCCCCCCC)NC1=CC=C(C(=O)OCC(=O)CO)C=C1 (3-hydroxyacetonyl 4-(n-hexadecylamino)benzoate). Reaction SMILES: Cl.[CH2:2]([NH:18][C:19]1[CH:27]=[CH:26][C:22]([C:23](Cl)=[O:24])=[CH:21][CH:20]=1)[CH2:3][CH2:4][CH2:5][CH2:6][CH2:7][CH2:8][CH2:9][CH2:10][CH2:11][CH2:12][CH2:13][CH2:14][CH2:15][CH2:16][CH3:17].O[CH:29]([OH:33])[C:30](=[O:32])[CH3:31].C(Cl)(Cl)Cl.[OH2:38]>CN(C)C1C=CN=CC=1>[CH2:2]([NH:18][C:19]1[CH:27]=[CH:26][C:22]([C:23]([O:38][CH2:31][C:30]([CH2:29][OH:33])=[O:32])=[O:24])=[CH:21][CH:20]=1)[CH2:3][CH2:4][CH2:5][CH2:6][CH2:7][CH2:8][CH2:9][CH2:10][CH2:11][CH2:12][CH2:13][CH2:14][CH2:15][CH2:16][CH3:17] |f:0.1|. Procedure: The compound 4-(n-hexadecylamino)benzoyl chloride hydrochloride (4.16 g.) is added to a mixture of 3.6 g. of dihydroxyacetone and 2.44 g. of 4-dimethylaminopyridine in an ice bath. After 4 hours at room temperature, the mixture is treated with chloroform and water. The chloroform extract is chromatographed rapidly and evaporated in vacuo to yield 3-hydroxyacetonyl 4-(n-hexadecylamino)benzoate. The reactants are ClC1=C(C=CC=C1)C1=C2C=CC(N(C2=CC(=N1)NC1CCN(CC1)C(=O)OC(C)(C)C)C1=C(C=CC=C1Cl)Cl)=O (tert-butyl 4-{[5-(2-chlorophenyl)-1-(2,6-dichlorophenyl)-2-oxo-1,2-dihydro-1,6-naphthyridin-7-yl]amino}piperidine-1-carboxylate), ClC1=C(C=CC=C1)C1=C2C=CC(N(C2=CC(=N1)NC1CCN(CC1)C(C)C)C1=C(C=CC=C1Cl)Cl)=O (5-(2-Chlorophenyl)-1-(2,6-dichlorophenyl)-7-[(1-isopropylpiperidin-4-yl)amino]-1,6-naphthyridin-2(1H)-one). Yields the product ClC1=C(C=CC=C1)C1=C2C=CC(N(C2=CC(=N1)NC1CCNCC1)C1=C(C=CC=C1Cl)Cl)=O (5-(2-Chlorophenyl)-1-(2,6-dichlorophenyl)-7-(piperidin-4-ylamino)-1,6-naphthyridin-2(1H)-one). As a reaction SMILES: [Cl:1][C:2]1[CH:7]=[CH:6][CH:5]=[CH:4][C:3]=1[C:8]1[N:17]=[C:16]([NH:18][CH:19]2[CH2:24][CH2:23][N:22](C(OC(C)(C)C)=O)[CH2:21][CH2:20]2)[CH:15]=[C:14]2[C:9]=1[CH:10]=[CH:11][C:12](=[O:40])[N:13]2[C:32]1[C:37]([Cl:38])=[CH:36][CH:35]=[CH:34][C:33]=1[Cl:39].ClC1C=CC=CC=1C1N=C(NC2CCN(C(C)C)CC2)C=C2C=1C=CC(=O)N2C1C(Cl)=CC=CC=1Cl>>[Cl:1][C:2]1[CH:7]=[CH:6][CH:5]=[CH:4][C:3]=1[C:8]1[N:17]=[C:16]([NH:18][CH:19]2[CH2:20][CH2:21][NH:22][CH2:23][CH2:24]2)[CH:15]=[C:14]2[C:9]=1[CH:10]=[CH:11][C:12](=[O:40])[N:13]2[C:32]1[C:33]([Cl:39])=[CH:34][CH:35]=[CH:36][C:37]=1[Cl:38]. Procedure details: The title compound was prepared from tert-butyl 4-{[5-(2-chlorophenyl)-1-(2,6-dichlorophenyl)-2-oxo-1,2-dihydro-1,6-naphthyridin-7-yl]amino}piperidine-1-carboxylate by a procedure analogous to that described in EXAMPLE HHH2, Step C. Mass spectrum (ESI) 501 (M+1). Step C: 5-(2-Chlorophenyl)-1-(2,6-dichlorophenyl)-7-[(1-isopropylpiperidin-4-yl)amino]-1,6-naphthyridin-2(1H)-one The reactants are [BH4-], CNC(=O)C1=CC(C)(C)Oc2ccc([N+](=O)[O-])cc21, CO, Cl, [Na+], C1CCOC1. The product is CNC(=O)C1CC(C)(C)Oc2ccc([N+](=O)[O-])cc21. Reaction SMILES: [BH4-:20].[CH3:1][NH:2][C:3](=[O:4])[C:5]1=[CH:6][C:7]([CH3:18])([CH3:19])[O:8][c:9]2[c:10]1[cH:11][c:12]([N+:15](=[O:16])[O-:17])[cH:13][cH:14]2.[CH3:28][OH:29].[ClH:27].[Na+:21].[O:22]1[CH2:23][CH2:24][CH2:25][CH2:26]1>>[CH3:1][NH:2][C:3](=[O:4])[CH:5]1[CH2:6][C:7]([CH3:18])([CH3:19])[O:8][c:9]2[c:10]1[cH:11][c:12]([N+:15](=[O:16])[O-:17])[cH:13][cH:14]2. Starting materials: C(C1=CC=CC=C1)N1C(C(NC(C1)=O)CC1=CC=C(C=C1)C(F)(F)F)=O (1-benzyl-3-(4-trifluoromethyl-benzyl)-piperazine-2,5-dione). The solvent is C1CCOC1 (THF), [H-].[H-].[H-].[H-].[Li+].[Al+3] (LAH), C1CCOC1 (THF). The product is C(C1=CC=CC=C1)N1C[C@H](NCC1)CC1=CC=C(C=C1)C(F)(F)F ((R)-1-benzyl-3-(4-trifluoromethyl-benzyl)-piperazine). Isolated yield 92.2%. RXN SMILES: [CH2:1]([N:8]1[CH2:13][C:12](=O)[NH:11][CH:10]([CH2:15][C:16]2[CH:21]=[CH:20][C:19]([C:22]([F:25])([F:24])[F:23])=[CH:18][CH:17]=2)[C:9]1=O)[C:2]1[CH:7]=[CH:6][CH:5]=[CH:4][CH:3]=1>C1COCC1.[H-].[H-].[H-].[H-].[Li+].[Al+3]>[CH2:1]([N:8]1[CH2:13][CH2:12][NH:11][C@H:10]([CH2:15][C:16]2[CH:17]=[CH:18][C:19]([C:22]([F:25])([F:24])[F:23])=[CH:20][CH:21]=2)[CH2:9]1)[C:2]1[CH:3]=[CH:4][CH:5]=[CH:6][CH:7]=1 |f:2.3.4.5.6.7|. Procedure: To a stirred solution of 1-benzyl-3-(4-trifluoromethyl-benzyl)-piperazine-2,5-dione (0.53 g, 1.46 mmol) in dry THF (15 mL), 1M LAH in THF (6.14 mL, Aldrich) was slowly added at 0° C. and then heated to reflux for 18 h under argon. The reaction was cooled to room temperature and carefully quenched with H2O (1 mL), 1N NaOH (1 mL) and H2O (1 mL). The reaction mixture was filtered through bed of celite and rinsed with THF (100 mL). The filtrate was conc in vacuo and then dissolved in EtOAc (100 mL),... Starting materials: COC(=O)c1c[nH]c(-c2cc(N(C(=O)OC(C)(C)C)c3cccc([N+](=O)[O-])c3)ccn2)c1, Cc1ccccc1. Product: COC(=O)c1c[nH]c(-c2cc(Nc3cccc([N+](=O)[O-])c3)ccn2)c1. Reaction SMILES: [C:1]([O:2][C:3](=[O:4])[N:8]([c:9]1[cH:10][c:11](-[c:15]2[cH:16][c:17]([C:20](=[O:21])[O:22][CH3:23])[cH:18][nH:19]2)[n:12][cH:13][cH:14]1)[c:24]1[cH:25][c:26]([N+:30](=[O:31])[O-:32])[cH:27][cH:28][cH:29]1)([CH3:5])([CH3:6])[CH3:7].[CH3:33][c:34]1[cH:35][cH:36][cH:37][cH:38][cH:39]1>>[NH:8]([c:9]1[cH:10][c:11](-[c:15]2[cH:16][c:17]([C:20](=[O:21])[O:22][CH3:23])[cH:18][nH:19]2)[n:12][cH:13][cH:14]1)[c:24]1[cH:25][c:26]([N+:30](=[O:31])[O-:32])[cH:27][cH:28][cH:29]1. Starting materials: C(C)N(C1CNCC1)CC (diethyl-pyrrolidin-3-yl-amine), C(C)OC(C(=C)C1=CC=C(C=C1)Br)=O (2-(4-bromo-phenyl)-acrylic acid ethyl ester). The solvent is C1CCOC1 (THF), C1CCOC1 (THF). Conditions: time 1 hour. Yields the product C(C)OC(C(CN1CC(CC1)N(CC)CC)C1=CC=C(C=C1)Br)=O (2-(4-Bromo-phenyl)-3-(3-diethylamino-pyrrolidin-1-yl)-propionic acid ethyl ester). Reaction SMILES: [CH2:1]([N:3]([CH2:9][CH3:10])[CH:4]1[CH2:8][CH2:7][NH:6][CH2:5]1)[CH3:2].[CH2:11]([O:13][C:14](=[O:24])[C:15]([C:17]1[CH:22]=[CH:21][C:20]([Br:23])=[CH:19][CH:18]=1)=[CH2:16])[CH3:12]>C1COCC1>[CH2:11]([O:13][C:14](=[O:24])[CH:15]([C:17]1[CH:18]=[CH:19][C:20]([Br:23])=[CH:21][CH:22]=1)[CH2:16][N:6]1[CH2:7][CH2:8][CH:4]([N:3]([CH2:9][CH3:10])[CH2:1][CH3:2])[CH2:5]1)[CH3:12]. Procedure details: To a solution of diethyl-pyrrolidin-3-yl-amine (0.685 g, 6 mmol) in THF (10 mL) was added 2-(4-bromo-phenyl)-acrylic acid ethyl ester (1.27 g, 5 mmol) dropwise in THF at 0 degrees Celsius. Then the mixture was stirred at room temperature for 1 h and concentrated in vacuo. The residue was dissolved in EtOAc (30 mL), washed with water (20 mL×2), brine, dried over Na2SO4, filtered and evaporated. The obtained oil was used directly without further purification. MS: calc'd 397 (MH+), exp 397 (MH+). Starting materials: CCn1cc(-c2ccnc3[nH]c(-c4cccc(C=O)c4)cc23)c(-c2ccc(NC(=O)N(C)C)cc2)n1, C1CCOC1, CNC. Yields the product CCn1cc(-c2ccnc3[nH]c(-c4cccc(CN(C)C)c4)cc23)c(-c2ccc(NC(=O)N(C)C)cc2)n1. As a reaction SMILES: [CH2:1]([CH3:2])[n:3]1[n:4][c:5](-[c:25]2[cH:26][cH:27][c:28]([NH:31][C:32]([N:33]([CH3:34])[CH3:35])=[O:36])[cH:29][cH:30]2)[c:6](-[c:8]2[c:9]3[c:10]([n:11][cH:12][cH:13]2)[nH:14][c:15](-[c:17]2[cH:18][c:19]([CH:23]=[O:24])[cH:20][cH:21][cH:22]2)[cH:16]3)[cH:7]1.[CH2:40]1[O:41][CH2:42][CH2:43][CH2:44]1.[CH3:37][NH:38][CH3:39]>>[CH2:1]([CH3:2])[n:3]1[n:4][c:5](-[c:25]2[cH:26][cH:27][c:28]([NH:31][C:32]([N:33]([CH3:34])[CH3:35])=[O:36])[cH:29][cH:30]2)[c:6](-[c:8]2[c:9]3[c:10]([n:11][cH:12][cH:13]2)[nH:14][c:15](-[c:17]2[cH:18][c:19]([CH2:23][N:38]([CH3:37])[CH3:39])[cH:20][cH:21][cH:22]2)[cH:16]3)[cH:7]1.